Task: describe an organic reaction: reactants, conditions, products, and yield. Dataset: the Open Reaction Database (ORD), a public repository of structured organic reaction records The product is FC1=C(C=CC(=C1F)F)NC1=C(C=CC=C1)CC(=O)O (2-[(2,3,4-trifluorophenyl)amino]phenylacetic acid). Procedure details: In the manner described in example 3, 2-bromophenylacetic acid is condensed with 2,3,4-trifluoroaniline to yield 2-[(2,3,4-trifluorophenyl)amino]phenylacetic acid. As a reaction SMILES: Br[C:2]1[CH:7]=[CH:6][CH:5]=[CH:4][C:3]=1[CH2:8][C:9]([OH:11])=[O:10].[F:12][C:13]1[C:19]([F:20])=[C:18]([F:21])[CH:17]=[CH:16][C:14]=1[NH2:15]>>[F:12][C:13]1[C:19]([F:20])=[C:18]([F:21])[CH:17]=[CH:16][C:14]=1[NH:15][C:2]1[CH:7]=[CH:6][CH:5]=[CH:4][C:3]=1[CH2:8][C:9]([OH:11])=[O:10]. Starting materials: BrC1=C(C=CC=C1)CC(=O)O (2-bromophenylacetic acid), FC1=C(N)C=CC(=C1F)F (2,3,4-trifluoroaniline). Reactants: C#CCC(CCCC)O (1-octyn-4(RS)-ol), CN(C=O)C (dimethylformamide), C(C)(C)(C)[Si](C)(C)Cl (tertiary-butyldimethylsilyl chloride), N1C=NC=C1 (imidazole). Run in CCOCC (ether). Reaction conditions: time 16 hour. The product is C(C)(C)(C)[Si](C)(C)OC(CC#C)CCCC (1-octyn-4(RS)-ol tertiary-butyldimethylsilyl ether). Reaction SMILES: [CH:1]#[C:2][CH2:3][CH:4]([OH:9])[CH2:5][CH2:6][CH2:7][CH3:8].[C:10]([Si:14](Cl)([CH3:16])[CH3:15])([CH3:13])([CH3:12])[CH3:11].N1C=CN=C1.CN(C)C=O>CCOCC>[C:10]([Si:14]([O:9][CH:4]([CH2:5][CH2:6][CH2:7][CH3:8])[CH2:3][C:2]#[CH:1])([CH3:16])[CH3:15])([CH3:13])([CH3:12])[CH3:11]. Reported procedure: A mixture consisting of 5 parts of 1-octyn-4(RS)-ol, 6.6 parts of tertiary-butyldimethylsilyl chloride, 6.8 parts of imidazole and 10 parts by volume of dimethylformamide is stirred at room temperature for about 16 hours, then is poured into ether. The resulting organic solution is washed several times with water, then dried over anhydrous sodium sulfate and stripped of solvent under reduced pressure to afford 1-octyn-4(RS)-ol tertiary-butyldimethylsilyl ether, which exhibits a nuclear magnetic ... Reactants: CCc1cc(-c2noc(-c3cc(C)nc(N(CC)CC)c3)n2)cc(C)c1O, CC1(C)OCC(O)CO1. Yields the product CCc1cc(-c2noc(-c3cc(C)nc(N(CC)CC)c3)n2)cc(C)c1OC1COC(C)(C)OC1. RXN SMILES: [CH2:1]([CH3:2])[N:3]([c:4]1[n:5][c:6]([CH3:25])[cH:7][c:8](-[c:10]2[n:11][c:12](-[c:15]3[cH:16][c:17]([CH2:23][CH3:24])[c:18]([OH:22])[c:19]([CH3:21])[cH:20]3)[n:13][o:14]2)[cH:9]1)[CH2:26][CH3:27].[CH3:28][C:29]1([CH3:36])[O:30][CH2:31][CH:32]([OH:35])[CH2:33][O:34]1>>[CH2:1]([CH3:2])[N:3]([c:4]1[n:5][c:6]([CH3:25])[cH:7][c:8](-[c:10]2[n:11][c:12](-[c:15]3[cH:16][c:17]([CH2:23][CH3:24])[c:18]([O:22][CH:32]4[CH2:31][O:30][C:29]([CH3:28])([CH3:36])[O:34][CH2:33]4)[c:19]([CH3:21])[cH:20]3)[n:13][o:14]2)[cH:9]1)[CH2:26][CH3:27]. Starting materials: BrC=1C(=C(C(=C(C(=O)OC)C1)NC1=C(C=CC=C1)F)F)F (methyl 5-bromo-3,4-difluoro-2-(2-fluorophenylamino)benzoate), C[Si](C)(C)C#C (trimethylsilylacetylene), N(C(C)C)C(C)C (i-Pr2NH). The reagents and catalysts are [Cu]I (CuI), Cl[Pd]([P](C1=CC=CC=C1)(C2=CC=CC=C2)C3=CC=CC=C3)([P](C4=CC=CC=C4)(C5=CC=CC=C5)C6=CC=CC=C6)Cl (dichlorobis(triphenylphosphine)palladium). Run in C1CCOC1 (THF). Conditions: time 16 hour. Yields the product FC=1C(=C(C(=O)OC)C=C(C1F)C#C[Si](C)(C)C)NC1=C(C=CC=C1)F (methyl 3,4-difluoro-2-(2-fluorophenylamino)-5-((trimethylsilyl)ethynyl)benzoate). The yield is 84.8%. RXN SMILES: Br[C:2]1[C:3]([F:21])=[C:4]([F:20])[C:5]([NH:12][C:13]2[CH:18]=[CH:17][CH:16]=[CH:15][C:14]=2[F:19])=[C:6]([CH:11]=1)[C:7]([O:9][CH3:10])=[O:8].[CH3:22][Si:23]([C:26]#[CH:27])([CH3:25])[CH3:24].N(C(C)C)C(C)C>C1COCC1.[Cu]I.Cl[Pd](Cl)([P](C1C=CC=CC=1)(C1C=CC=CC=1)C1C=CC=CC=1)[P](C1C=CC=CC=1)(C1C=CC=CC=1)C1C=CC=CC=1>[F:20][C:4]1[C:5]([NH:12][C:13]2[CH:18]=[CH:17][CH:16]=[CH:15][C:14]=2[F:19])=[C:6]([CH:11]=[C:2]([C:27]#[C:26][Si:23]([CH3:25])([CH3:24])[CH3:22])[C:3]=1[F:21])[C:7]([O:9][CH3:10])=[O:8] |^1:44,63|. Procedure: A mixture of methyl 5-bromo-3,4-difluoro-2-(2-fluorophenylamino)benzoate (2.70 g, 7.50 mmol), trimethylsilylacetylene (1.23 ml, 8.63 mmol), CuI (143 mg, 0.75 mmol), dichlorobis(triphenylphosphine)palladium (526 mg, 0.75 mmol) and i-Pr2NH (2.12 ml, 15.0 mmol) in THF (40 ml) was stirred at room temperature for 16 h. The reaction was concentrated and diluted with EtOAc (100 ml). The organic solution was washed with saturated aqueous NH4Cl (50 ml), dried over Na2SO4 and concentrated. Silica gel chro... Starting materials: Brc1ccc(Br)c2ccccc12, N#C[Cu]C#N, CN(C)C=O. Yields the product N#Cc1ccc(Br)c2ccccc12. As a reaction SMILES: [Br:1][c:2]1[cH:3][cH:4][c:5]([Br:12])[c:6]2[cH:7][cH:8][cH:9][cH:10][c:11]12.[Cu:13]([C:14]#[N:15])[C:16]#[N:17].[O:18]=[CH:19][N:20]([CH3:21])[CH3:22]>>[c:2]1([C:14]#[N:15])[cH:3][cH:4][c:5]([Br:12])[c:6]2[cH:7][cH:8][cH:9][cH:10][c:11]12. The reactants are C(CC1=CC=CC=C1)NS(=O)(=O)C=1C=C(C=CC1)C=CC(=O)O (3-(3-Phenethylsulfamoyl-phenyl)-acrylic acid), ClCCl (dichloromethane). Reagents/catalysts: CN(C=O)C (dimethylformamide). Reaction conditions: temperature 40 celsius, time 1 hour. Product: C(CC1=CC=CC=C1)NS(=O)(=O)C=1C=C(C=CC1)C=CC(=O)Cl (3-(3-Phenethylsulfamoyl-phenyl)-acryloyl chloride). Isolated yield 101.6%. As a reaction SMILES: [CH2:1]([NH:9][S:10]([C:13]1[CH:14]=[C:15]([CH:19]=[CH:20][C:21]([OH:23])=O)[CH:16]=[CH:17][CH:18]=1)(=[O:12])=[O:11])[CH2:2][C:3]1[CH:8]=[CH:7][CH:6]=[CH:5][CH:4]=1.[Cl:24]CCl>CN(C)C=O>[CH2:1]([NH:9][S:10]([C:13]1[CH:14]=[C:15]([CH:19]=[CH:20][C:21]([Cl:24])=[O:23])[CH:16]=[CH:17][CH:18]=1)(=[O:12])=[O:11])[CH2:2][C:3]1[CH:8]=[CH:7][CH:6]=[CH:5][CH:4]=1. Reported procedure: To a suspension of 3-(3-phenethylsulfamoyl-phenyl)-acrylic acid (5h) (0.15 g, 0.45 mmol) in dichloromethane (2.0 ml) oxalyl chloride (0.14 ml, 1.57 mmol) and one drop of dimethylformamide were added. The reaction mixture was stirred at 40° C. for one hour and concentrated under reduced pressure to give crude title compound (0.16 g). Starting materials: DNA, Example 2 ( 3 ), P(O)(=O)(OP(=O)(O)OP(=O)(O)O)OC[C@@H]1[C@H]([C@H]([C@@H](O1)N1C=NC=2C(N)=NC=NC12)O)O (ATP), [C@@H]1([C@H](O)[C@H](O)[C@@H](CO)O1)N1C=NC=2C(O)=NC=NC12 (inosine), S(=O)(=O)([O-])[O-].[Mg+2] (magnesium sulfate), 51. Solvent: C=1(C(=CC=CC1)C)C (Xylene), Tris-hydrochloride. Product: C1=NC(=O)C2=C(N1)N(C=N2)[C@H]3[C@@H]([C@@H]([C@H](O3)COP(=O)(O)O)O)O (5'-IMP). Reaction SMILES: [P:1]([O:13][CH2:14][C@H:15]1[O:19][C@@H:18]([N:20]2[C:29]3[N:28]=[CH:27][N:26]=[C:24](N)[C:23]=3[N:22]=[CH:21]2)[C@H:17]([OH:30])[C@@H:16]1[OH:31])([O:4]P(OP(O)(O)=O)(O)=O)(=[O:3])[OH:2].[C@@H]1(N2C3N=CN=C(O)C=3N=C2)O[C@H](CO)[C@@H](O)[C@H]1[OH:34].S([O-])([O-])(=O)=O.[Mg+2]>C1(C)C(C)=CC=CC=1>[CH:27]1[NH:28][C:29]2[N:20]([C@@H:18]3[O:19][C@H:15]([CH2:14][O:13][P:1]([OH:2])([OH:4])=[O:3])[C@@H:16]([OH:31])[C@H:17]3[OH:30])[CH:21]=[N:22][C:23]=2[C:24](=[O:34])[N:26]=1 |f:2.3|. Reported procedure: Escherichia coli cells containing the recombinant DNA collected in Example 2 (3) were suspended (cell concentration was 100 g wet cell weight/ml) in 100 mM Tris-hydrochloride buffer (pH 8.0) containing 10 mM ATP, 10 mM inosine and 5 mM magnesium sulfate. Xylene was added to the suspension in a concentration of 10 ml/l. After thoroughly stirring, the mixture was allowed to stand at 30° C. for an hour. The reaction solution was analyzed by HPLC and an amount of 51 -IMP in the reaction solution was... Reactants: S1C(=CC=C1)C=1C(NC2=CC=CC=C2N1)=O (3-(2-thienyl)quinoxalin-2(1 H)-one), O=P(Cl)(Cl)Cl (POCl3). Run at temperature 120 celsius. Yields the product ClC1=NC2=CC=CC=C2N=C1C=1SC=CC1 (2-chloro-3-(2-thienyl)quinoxaline). Yield: 74.0%. Reaction SMILES: [S:1]1[CH:5]=[CH:4][CH:3]=[C:2]1[C:6]1[C:7](=O)[NH:8][C:9]2[C:14]([N:15]=1)=[CH:13][CH:12]=[CH:11][CH:10]=2.O=P(Cl)(Cl)[Cl:19]>>[Cl:19][C:7]1[C:6]([C:2]2[S:1][CH:5]=[CH:4][CH:3]=2)=[N:15][C:14]2[C:9](=[CH:10][CH:11]=[CH:12][CH:13]=2)[N:8]=1. Procedure details: A mixture of 3-(2-thienyl)quinoxalin-2(1 H)-one (500 mg, 2.19 mmol.) and POCl3 (6 mL) was heated to reflux at 120° C. After the material was consumed, the reaction mixture was taken up with water and ice. The solid was collected and dried in vacuo to give 2-chloro-3-(2-thienyl)quinoxaline (400 mg, 74%). 1 H NMR (400 MHz, CDCl3) δ 8.22 (d, J=4.8 Hz, 1 H), 8.00 (d, J=10.4 Hz, 1 H), 7.91 (d, J=10.4 Hz, 1 H), 7.72˜7.61 (m, 2 H), 7.52 (d, J=6.8 Hz, 1 H), 7.13 (t, J=6.0 Hz, 1 H). Reactants: C(C)(C)(C)OC(=O)C1=C(SC=2C(OCCC21)CN2C(C1=CC=CC=C1C2=O)=O)N (2-amino-7-(1,3-dioxo-1,3-dihydro-isoindol-2-ylmethyl)-4,7-dihydro-5H-thieno[2,3-c]pyran-3-carboxylic acid tert-butyl ester), O.NN (hydrazine hydrate). Solvent: C(C)O (ethanol). Yields the product C(C)(C)(C)OC(=O)C1=C(SC=2C(OCCC21)CN)N (2-amino-7-aminomethyl-4,7-dihydro-5H-thieno[2,3-c]pyran-3-carboxylic acid tert-butyl ester). Yield: 72.8%. As a reaction SMILES: [C:1]([O:5][C:6]([C:8]1[C:16]2[CH2:15][CH2:14][O:13][CH:12]([CH2:17][N:18]3C(=O)C4C(=CC=CC=4)C3=O)[C:11]=2[S:10][C:9]=1[NH2:29])=[O:7])([CH3:4])([CH3:3])[CH3:2].O.NN>C(O)C>[C:1]([O:5][C:6]([C:8]1[C:16]2[CH2:15][CH2:14][O:13][CH:12]([CH2:17][NH2:18])[C:11]=2[S:10][C:9]=1[NH2:29])=[O:7])([CH3:4])([CH3:2])[CH3:3] |f:1.2|. Procedure: To a mixture of 2-amino-7-(1,3-dioxo-1,3-dihydro-isoindol-2-ylmethyl)-4,7-dihydro-5H-thieno[2,3-c]pyran-3-carboxylic acid tert-butyl ester (6.0 g, 0.014 mol) in ethanol (100 ml) was added hydrazine hydrate (1.4 ml, 0.028 mol). The reaction mixture was heated at reflux for 1 h, cooled and the precipitate filtered off. The filtrate was evaporated in vacuo and to the residue was added water (100 ml) and the resulting mixture was extracted with diethyl ether (2×100 ml). The combined organic extracts... Reactants: C1(=CC=CC=C1)[Mg]Br (phenyl magnesium bromide), C(C)OC(=O)C=1N(C(=C(C1C1=CC=C(C=C1)C=O)C#N)CC)C (4-cyano-5-ethyl-3-(4-formyl-phenyl)-1-methyl-1H-pyrrole-2-carboxylic acid ethyl ester), O (water). Solvent: C1CCOC1 (THF). Run at temperature -78 celsius, time 30 minute. Product: C(C)OC(=O)C=1N(C(=C(C1C1=CC=C(C=C1)C(C1=CC=CC=C1)O)C#N)CC)C (4-cyano-5-ethyl-3-[4-(hydroxy-phenyl-methyl)-phenyl]-1-methyl-1H-pyrrole-2-carboxylic acid ethyl ester). As a reaction SMILES: [C:1]1([Mg]Br)[CH:6]=[CH:5][CH:4]=[CH:3][CH:2]=1.[CH2:9]([O:11][C:12]([C:14]1[N:15]([CH3:31])[C:16]([CH2:29][CH3:30])=[C:17]([C:27]#[N:28])[C:18]=1[C:19]1[CH:24]=[CH:23][C:22]([CH:25]=[O:26])=[CH:21][CH:20]=1)=[O:13])[CH3:10].O>C1COCC1>[CH2:9]([O:11][C:12]([C:14]1[N:15]([CH3:31])[C:16]([CH2:29][CH3:30])=[C:17]([C:27]#[N:28])[C:18]=1[C:19]1[CH:24]=[CH:23][C:22]([CH:25]([OH:26])[C:1]2[CH:6]=[CH:5][CH:4]=[CH:3][CH:2]=2)=[CH:21][CH:20]=1)=[O:13])[CH3:10]. Procedure: Add phenyl magnesium bromide (192 uL, 0.58 mmol) to 4-cyano-5-ethyl-3-(4-formyl-phenyl)-1-methyl-1H-pyrrole-2-carboxylic acid ethyl ester [(0.020 g, 0.64 mmol, prepared in example E-152] in THF with stirring at −78° C. After 30 minutes, gradually allow the reaction mixture to warm to ambient temperature. After 2 hours, pour the reaction mixture into water and extract with EtOAc. Combine the organic extracts, wash with water and brine, dry over anhydrous magnesium sulfate, filter, and concentrate...